This data is from the Open Reaction Database (ORD), a public repository of structured organic reaction records. The task is: describe an organic reaction: reactants, conditions, products, and yield Reactants: CC(C)O, COC(=O)C1=C(N)CSC1, OO. Product: COC(=O)C1=C(N)CS(=O)C1. RXN SMILES: [CH:13]([OH:14])([CH3:15])[CH3:16].[NH2:1][C:2]1=[C:6]([C:7](=[O:8])[O:9][CH3:10])[CH2:5][S:4][CH2:3]1.[OH:11][OH:12]>>[NH2:1][C:2]1=[C:6]([C:7](=[O:8])[O:9][CH3:10])[CH2:5][S:4](=[O:11])[CH2:3]1. The reactants are Cl.CC(C)O (HCl iPrOH), C(=O)([O-])[O-].[Na+].[Na+] (Na2CO3), hydrochloride salt, COC(C1=CC(=CC=C1)CBr)=O (methyl-3-(bromomethyl)benzoate), N1CCCC1 (pyrrolidine). Solvent: CCOC(=O)C (EtOAc), C1(=CC=CC=C1)C (toluene), CC#N (MeCN). The product is Cl.COC(C1=C(C=CC=C1)CN1CCCC1)=O (Pyrrolidin-1-ylmethyl-benzoic acid methyl ester hydrochloride salt). Yield: 64.0%. Reaction SMILES: [CH3:1][O:2][C:3](=[O:12])[C:4]1[CH:9]=[CH:8][CH:7]=[C:6](CBr)[CH:5]=1.[NH:13]1[CH2:17][CH2:16][CH2:15][CH2:14]1.[C:18]([O-])([O-])=O.[Na+].[Na+].[ClH:24].CC(O)C>C1(C)C=CC=CC=1.CC#N.CCOC(C)=O>[ClH:24].[CH3:1][O:2][C:3](=[O:12])[C:4]1[CH:5]=[CH:6][CH:7]=[CH:8][C:9]=1[CH2:18][N:13]1[CH2:17][CH2:16][CH2:15][CH2:14]1 |f:2.3.4,5.6,10.11|. Procedure: A solution of methyl-3-(bromomethyl)benzoate (7 g, 30.5 mmol) in toluene (170 ml) was heated with pyrrolidine (4.5 g, 64.1 mmol, 2.1 eq.) for at 80° C. for 17 hrs. After addition of Na2CO3, and extraction of the aqueous phase with EtOAc, the organic phase was washed with brine and dried with Na2SO4 Solvent evaporation then afforded the crude product as a yellow oil. This material was dissolved in MeCN and a slight excess of 6N HCl/iPrOH added. After stirring for 30 min. the hydrochloride salt wa...